Dataset: the Open Reaction Database (ORD), a public repository of structured organic reaction records. Task: describe an organic reaction: reactants, conditions, products, and yield Starting materials: C(=O)(C(F)(F)F)O (TFA), COC=1C=C(C#N)C=CC1NC1CC2CCC(C1)N2C (3-Methoxy-4-(8-methyl-8-aza-bicyclo[3.2.1]oct-3-ylamino)-benzonitrile), C(C)N(C(=O)C=1C=CC=2N(C3=CC=CC(=C3OC2C1)OC)C1CC2CCC(C1)N2CCC2=CC=CC=C2)CC (6-Methoxy-10-(8-phenethyl-8-aza-bicyclo[3.2.1]oct-3-yl)-10H-phenoxazine-3-carboxylic acid diethylamide), C(=O)(C(F)(F)F)O (TFA), COC=1C=C(C#N)C=CC1NC1CC2CCC(C1)N2C (3-methoxy-4-(8-methyl-8-aza-bicyclo[3.2.1]oct-3-ylamino)-benzonitrile), C(C)N(C(=O)C=1C=CC=2N(C3=CC=CC(=C3OC2C1)OC)C1CC2CCC(C1)N2CCC2=CC=CC=C2)CC (6-methoxy-10-(8-phenethyl-8-aza-bicyclo[3.2.1]oct-3-yl)-10H-phenoxazine-3-carboxylic acid diethylamide). Yields the product OC=1C=C(C#N)C=CC1NC1CC2CCC(C1)N2C (3-Hydroxy-4-(8-methyl-8-aza-bicyclo[3.2.1]oct-3-ylamino)-benzonitrile), C(=O)(C(F)(F)F)O (TFA). As a reaction SMILES: [C:1]([OH:7])([C:3]([F:6])([F:5])[F:4])=[O:2].C[O:9][C:10]1[CH:11]=[C:12]([CH:15]=[CH:16][C:17]=1[NH:18][CH:19]1[CH2:25][CH:24]2[N:26]([CH3:27])[CH:21]([CH2:22][CH2:23]2)[CH2:20]1)[C:13]#[N:14].C(N(CC)C(C1C=CC2N(C3CC4N(CCC5C=CC=CC=5)C(CC4)C3)C3C(OC=2C=1)=C(OC)C=CC=3)=O)C>>[OH:9][C:10]1[CH:11]=[C:12]([CH:15]=[CH:16][C:17]=1[NH:18][CH:19]1[CH2:25][CH:24]2[N:26]([CH3:27])[CH:21]([CH2:22][CH2:23]2)[CH2:20]1)[C:13]#[N:14].[C:1]([OH:7])([C:3]([F:6])([F:5])[F:4])=[O:2]. Procedure details: Using an adaptation of Procedure 13, substituting the TFA salt of 3-methoxy-4-(8-methyl-8-aza-bicyclo[3.2.1]oct-3-ylamino)-benzonitrile, 1p for the TFA salt of 6-methoxy-10-(8-phenethyl-8-aza-bicyclo[3.2.1]oct-3-yl)-10H-phenoxazine-3-carboxylic acid diethylamide, 6e, the title compound 3-hydroxy-4-(8-methyl-8-aza-bicyclo[3.2.1]oct-3-ylamino)-benzonitrile, 2p was obtained as TFA salt and as a mixture of endo and exo isomers after purification via reverse phase HPLC (eluent gradient: 20% to 45% CH... Starting materials: [N+](=O)([O-])C1=C(C=CC=C1)C1=CN=CN1 (5-(2-nitrophenyl)-1H-imidazole), ferric chloride, NN (hydrazine). Solvent: CO (methanol). Run at time 5 minute. Product: N1C=NC=C1C1=C(N)C=CC=C1 (2-(1H-imidazol-5-yl)aniline). Yield: 26.0%. As a reaction SMILES: [N+:1]([C:4]1[CH:9]=[CH:8][CH:7]=[CH:6][C:5]=1[C:10]1[NH:14][CH:13]=[N:12][CH:11]=1)([O-])=O.NN>CO>[NH:14]1[C:10]([C:5]2[CH:6]=[CH:7][CH:8]=[CH:9][C:4]=2[NH2:1])=[CH:11][N:12]=[CH:13]1. Procedure details: To a vial were added 5-(2-nitrophenyl)-1H-imidazole (200 mg, 1.06 mmol), ferric chloride (8.6 mg, 0.35 mmol), activated carbon (2.2 mg, 1.80 mmol) and hydrazine (1.1 ml, 21.2 mmol) and methanol (9 mL). The resulting mixture was stirred at r.t. for 5 min then was heated to 70° C. for two days. The reaction was cooled to room temperature and filtered. The filtrate was concentrated and purified to give 2-(1H-imidazol-5-yl)aniline. The intermediate was dissolved in acetic acid (2 ml) and formaldehyd...